From a dataset of the Open Reaction Database (ORD), a public repository of structured organic reaction records. describe an organic reaction: reactants, conditions, products, and yield Starting materials: Fc1cc(Br)ccc1CBr, CCOC(=O)C1=NS(=O)(=O)c2ccccc21, CCO, Cl, [H-], [Na+], CN(C)C=O, O. Yields the product CCOC(=O)C1(OCC)c2ccccc2S(=O)(=O)N1Cc1ccc(Br)cc1F. RXN SMILES: [Br:19][c:20]1[cH:21][c:22]([F:28])[c:23]([CH2:24][Br:25])[cH:26][cH:27]1.[CH2:3]([CH3:4])[O:5][C:6](=[O:7])[C:8]1=[N:9][S:10](=[O:17])(=[O:18])[c:11]2[c:12]1[cH:13][cH:14][cH:15][cH:16]2.[CH3:30][CH2:31][OH:32].[ClH:29].[H-:1].[Na+:2].[O:33]=[CH:34][N:35]([CH3:36])[CH3:37].[OH2:38]>>[CH2:3]([CH3:4])[O:5][C:6](=[O:7])[C:8]1([O:32][CH2:31][CH3:30])[N:9]([CH2:24][c:23]2[c:22]([F:28])[cH:21][c:20]([Br:19])[cH:27][cH:26]2)[S:10](=[O:17])(=[O:18])[c:11]2[c:12]1[cH:13][cH:14][cH:15][cH:16]2. Starting materials: O=C([O-])[O-], CC(C)=O, CCOC(C)=O, CCCI, [K+], [K+], O=[N+]([O-])c1ccc(-c2ccc(O)cc2)cc1. The product is CCCOc1ccc(-c2ccc([N+](=O)[O-])cc2)cc1. RXN SMILES: [C:17](=[O:18])([O-:19])[O-:20].[CH3:27][C:28](=[O:29])[CH3:30].[CH3:31][CH2:32][O:33][C:34](=[O:35])[CH3:36].[I:23][CH2:24][CH2:25][CH3:26].[K+:21].[K+:22].[OH:1][c:2]1[cH:3][cH:4][c:5](-[c:8]2[cH:9][cH:10][c:11]([N+:14](=[O:15])[O-:16])[cH:12][cH:13]2)[cH:6][cH:7]1>>[O:1]([c:2]1[cH:3][cH:4][c:5](-[c:8]2[cH:9][cH:10][c:11]([N+:14](=[O:15])[O-:16])[cH:12][cH:13]2)[cH:6][cH:7]1)[CH2:24][CH2:25][CH3:26]. The reactants are COC1=CC=C(C=C1)CC(=O)Cl ((4-methoxyphenyl)acetyl chloride), C(=O)N (formamide), N1=CC=CC=C1 (pyridine), CC(=O)C (acetone), CC(=O)C (acetone). Solvent: CCOC(=O)C (EtOAc). Conditions: temperature 0 celsius, time 30 minute. Product: C(=O)NC(CC1=CC(=CC=C1)OC)=O (N-formyl-3-methoxyphenylacetamide). As a reaction SMILES: CO[C:3]1[CH:8]=[CH:7][C:6]([CH2:9][C:10](Cl)=[O:11])=[CH:5][CH:4]=1.[CH:13]([NH2:15])=[O:14].N1C=CC=CC=1.C[C:23](C)=[O:24]>CCOC(C)=O>[CH:13]([NH:15][C:10](=[O:11])[CH2:9][C:6]1[CH:5]=[CH:4][CH:3]=[C:8]([O:24][CH3:23])[CH:7]=1)=[O:14]. Reported procedure: To a stirring solution of (4-methoxyphenyl)acetyl chloride (0.500 g, 2.71 mmol) in acetone (1.0 mL) at 0° C. was added a solution of formamide (0.28 mL, 7.0 mmol) and pyridine (0.28 mL, 3.5 mmol) in acetone (1.0 mL). The resulting solution was stirred at 0° C. for 30 min and then overnight at rt. The reaction mixture was diluted with EtOAc and washed with 1M HCl, sat. NaHCO3 solution, brine, dried over Na2SO4, filtered and concentrated in vacuo. The crude material was purified by column chromato... Yields the product CC1N(N=C(C2=C(C1)C=C1C(=C2)OCO1)C1=CC=C(C=C1)[N+](=O)[O-])C1=NC=CC=N1 ((±)-8-Methyl-5-(4-nitrophenyl)-7-(2-pyrimidinyl)-8,9-dihydro-7H-1,3-dioxolo[4,5-h][2,3]benzodiazepine). Starting materials: S(C)(=O)(=O)OC(CC1=CC2=C(OCO2)C=C1C(=NNC1=NC=CC=N1)C1=CC=C(C=C1)[N+](=O)[O-])C (1-{6-[(4-Nitrophenyl)-(pyrimidin-2-yl-hydrazono)-methyl]-benzo-1,3-dioxol-5-yl}-propan-2-ol mesylate), [OH-].[Na+] (sodium hydroxide). Conditions: time 1.5 hour. Procedure details: A mixture of 3.13 g (6.27 mmol) of the compound obtained in Step B, 60 ml of a 1:1 mixture of dichloromethane-methanol and 0.52 ml (6.90 mmol) of 50% sodium hydroxide solution was stirred at room for 1.5 h. After filtration the reaction mixture was concentrated, the residue was treated with water and recrystallized from three fold dimethylformamide containing 10% water to yield 1.96 g (77%) of the title compound; Mp.: 261-263° C. The solvent is ClCCl.CO (dichloromethane methanol). Reaction SMILES: S(O[CH:6]([CH3:35])[CH2:7][C:8]1[C:16]([C:17]([C:26]2[CH:31]=[CH:30][C:29]([N+:32]([O-:34])=[O:33])=[CH:28][CH:27]=2)=[N:18][NH:19][C:20]2[N:25]=[CH:24][CH:23]=[CH:22][N:21]=2)=[CH:15][C:11]2[O:12][CH2:13][O:14][C:10]=2[CH:9]=1)(=O)(=O)C.[OH-].[Na+]>ClCCl.CO>[CH3:35][CH:6]1[CH2:7][C:8]2[CH:9]=[C:10]3[O:14][CH2:13][O:12][C:11]3=[CH:15][C:16]=2[C:17]([C:26]2[CH:31]=[CH:30][C:29]([N+:32]([O-:34])=[O:33])=[CH:28][CH:27]=2)=[N:18][N:19]1[C:20]1[N:25]=[CH:24][CH:23]=[CH:22][N:21]=1 |f:1.2,3.4|. Yield: 77.5%. Reactants: O=C([O-])[O-], CCCCOCCOc1ccc(-c2ccc3c(c2)C=C(C(=O)Nc2ccc(S(=O)Cc4cncn4CCC)cc2)CCCN3C=O)cc1, CO, Cl, [K+], [K+], O. The product is CCCCOCCOc1ccc(-c2ccc3c(c2)C=C(C(=O)Nc2ccc(S(=O)Cc4cncn4CCC)cc2)CCCN3)cc1. Reaction SMILES: [C:50](=[O:51])([O-:52])[O-:53].[CH2:1]([CH2:2][CH2:3][CH3:4])[O:5][CH2:6][CH2:7][O:8][c:9]1[cH:10][cH:11][c:12](-[c:15]2[cH:16][cH:17][c:18]3[c:19]([cH:48]2)[CH:20]=[C:21]([C:28](=[O:29])[NH:30][c:31]2[cH:32][cH:33][c:34]([S:37](=[O:38])[CH2:39][c:40]4[cH:41][n:42][cH:43][n:44]4[CH2:45][CH2:46][CH3:47])[cH:35][cH:36]2)[CH2:22][CH2:23][CH2:24][N:25]3[CH:26]=[O:27])[cH:13][cH:14]1.[CH3:56][OH:57].[ClH:49].[K+:54].[K+:55].[OH2:58]>>[CH2:1]([CH2:2][CH2:3][CH3:4])[O:5][CH2:6][CH2:7][O:8][c:9]1[cH:10][cH:11][c:12](-[c:15]2[cH:16][cH:17][c:18]3[c:19]([cH:48]2)[CH:20]=[C:21]([C:28](=[O:29])[NH:30][c:31]2[cH:32][cH:33][c:34]([S:37](=[O:38])[CH2:39][c:40]4[cH:41][n:42][cH:43][n:44]4[CH2:45][CH2:46][CH3:47])[cH:35][cH:36]2)[CH2:22][CH2:23][CH2:24][NH:25]3)[cH:13][cH:14]1. Reactants: COC1=C2C=C(N(C2=CC=C1)C)C(=O)Cl (4-methoxy-1-methyl-1H-indole-2-carbonyl chloride), NC1=C(C=C(C=C1)B1OC(C)(C)C(C)(C)O1)OC (4-amino-3-methoxyphenylboronic acid pinacol ester), COC1=C2C=C(N(C2=CC=C1)C)C(=O)O (4-methoxy-1-methyl-1H-indole-2-carboxylic acid), C(C(=O)Cl)(=O)Cl (oxalyl chloride). Reagents/catalysts: CN(C1=CC=NC=C1)C (4-dimethylaminopyridine), ClCCl (dichloromethane). Run in N1=CC=CC=C1 (pyridine), ClCCl (dichloromethane), ClCCl (dichloromethane), Cl (hydrochloric acid). The product is COC1=C2C=C(N(C2=CC=C1)C)C(=O)NC1=C(C=C(C=C1)B1OC(C(O1)(C)C)(C)C)OC (4-methoxy-N-(2-methoxy-4-(4,4,5,5-tetramethyl-1,3,2-dioxaborolan-2-yl)phenyl)-1-methyl-1H-indole-2-carboxamide). Yield: 99.9%. Reaction SMILES: [CH3:1][O:2][C:3]1[CH:11]=[CH:10][CH:9]=[C:8]2[C:4]=1[CH:5]=[C:6]([C:13]([OH:15])=O)[N:7]2[CH3:12].C(Cl)(=O)C(Cl)=O.COC1C=CC=C2C=1C=C(C(Cl)=O)N2C.[NH2:37][C:38]1[CH:43]=[CH:42][C:41]([B:44]2[O:52][C:49]([CH3:51])([CH3:50])[C:46]([CH3:48])([CH3:47])[O:45]2)=[CH:40][C:39]=1[O:53][CH3:54]>CN(C)C1C=CN=CC=1.N1C=CC=CC=1.ClCCl.Cl>[CH3:1][O:2][C:3]1[CH:11]=[CH:10][CH:9]=[C:8]2[C:4]=1[CH:5]=[C:6]([C:13]([NH:37][C:38]1[CH:43]=[CH:42][C:41]([B:44]3[O:45][C:46]([CH3:47])([CH3:48])[C:49]([CH3:51])([CH3:50])[O:52]3)=[CH:40][C:39]=1[O:53][CH3:54])=[O:15])[N:7]2[CH3:12]. Procedure: To 4-methoxy-1-methyl-1H-indole-2-carboxylic acid (24.4 mmol, 5 g) and oxalyl chloride (24.4 mmol, 2.3 mL) in dichloromethane (60 mL) N,N-dimethylformamide (1.22 mmol, 95 μL) was added and the mixture was stirred at room temperature until it formed a clear solution (approximately 4 hours). The mixture was concentrated in vacuo. The residue, 4-methoxy-1-methyl-1H-indole-2-carbonyl chloride, was added to a solution of 4-amino-3-methoxyphenylboronic acid pinacol ester (24.2 mmol, 6.03 g) and 4-dime... The reactants are CCCCCCC(=O)OC, C[Si](C)(C)[O-], Cc1ccccc1, [Li+]. Product: CCCCCCC(=O)[O-], [Li+]. RXN SMILES: [C:1]([CH2:2][CH2:3][CH2:4][CH2:5][CH2:6][CH3:7])(=[O:8])[O:9][CH3:10].[CH3:11][Si:12]([CH3:13])([CH3:14])[O-:15].[CH3:17][c:18]1[cH:19][cH:20][cH:21][cH:22][cH:23]1.[Li+:16]>>[C:1]([CH2:2][CH2:3][CH2:4][CH2:5][CH2:6][CH3:7])(=[O:8])[O-:9].[Li+:16]. Starting materials: IC=1C=C(CN2N=CC=3C2=NC(=NC3)NC=3C=NN(C3)C)C=CC1 (1-(3-iodobenzyl)-N-(1-methyl-1H-pyrazol-4-yl)-1H-pyrazolo[3,4-d]pyrimidin-6-amine), N1C(COCC1)=O (morpholin-3-one), P(=O)([O-])([O-])[O-].[K+].[K+].[K+] (potassium phosphate), CNCCNC (N,N′-dimethylethylene diamine). The reagents and catalysts are [Cu](I)I (copper iodide). Solvent: O1CCOCC1 (dioxane). Run at temperature 90 celsius, time 16 hour. Yields the product CN1N=CC(=C1)NC1=NC=C2C(=N1)N(N=C2)CC=2C=C(C=CC2)N2C(COCC2)=O (4-(3-((6-((1-Methyl-1H-pyrazol-4-yl)amino)-1H-pyrazolo[3,4-d]pyrimidin-1-yl)methyl)phenyl)morpholin-3-one). Isolated yield 46.7%. As a reaction SMILES: I[C:2]1[CH:3]=[C:4]([CH:22]=[CH:23][CH:24]=1)[CH2:5][N:6]1[C:10]2=[N:11][C:12]([NH:15][C:16]3[CH:17]=[N:18][N:19]([CH3:21])[CH:20]=3)=[N:13][CH:14]=[C:9]2[CH:8]=[N:7]1.[NH:25]1[CH2:30][CH2:29][O:28][CH2:27][C:26]1=[O:31].P([O-])([O-])([O-])=O.[K+].[K+].[K+].CNCCNC>O1CCOCC1.[Cu](I)I>[CH3:21][N:19]1[CH:20]=[C:16]([NH:15][C:12]2[N:11]=[C:10]3[N:6]([CH2:5][C:4]4[CH:3]=[C:2]([N:25]5[CH2:30][CH2:29][O:28][CH2:27][C:26]5=[O:31])[CH:24]=[CH:23][CH:22]=4)[N:7]=[CH:8][C:9]3=[CH:14][N:13]=2)[CH:17]=[N:18]1 |f:2.3.4.5|. Procedure details: To a solution of 1-(3-iodobenzyl)-N-(1-methyl-1H-pyrazol-4-yl)-1H-pyrazolo[3,4-d]pyrimidin-6-amine (50 mg, 0.12 mmol) in dioxane (1 mL) were added morpholin-3-one (15 mg, 1.25 eq), copper iodide (4.4 mg, 0.2 eq), potassium phosphate (49 mg, 2 eq) and N,N′-dimethylethylene diamine (5 μl, 0.4 eq). After stirring for 16 h at 90° C., the reaction mixture was partitioned between 0.5M EDTA and DCM. The aqueous phase was extracted with DCM, the combined organic phases dried over sodium sulfate and evap... The reactants are ClCCl, N#CCCc1ccc(Cl)c(CO)c1. The product is N#CCCc1ccc(Cl)c(C=O)c1. RXN SMILES: [Cl:14][CH2:15][Cl:16].[Cl:1][c:2]1[c:3]([CH2:12][OH:13])[cH:4][c:5]([CH2:8][CH2:9][C:10]#[N:11])[cH:6][cH:7]1>>[Cl:1][c:2]1[c:3]([CH:12]=[O:13])[cH:4][c:5]([CH2:8][CH2:9][C:10]#[N:11])[cH:6][cH:7]1. The reactants are COC1=CC=C2C=CC=NC2=C1C(=O)O (7-methoxyquinoline-8-carboxylic acid). Run in Br (HBr). The product is OC1=CC=C2C=CC=NC2=C1C(=O)O (7-hydroxyquinoline-8-carboxylic acid). RXN SMILES: C[O:2][C:3]1[C:12]([C:13]([OH:15])=[O:14])=[C:11]2[C:6]([CH:7]=[CH:8][CH:9]=[N:10]2)=[CH:5][CH:4]=1>Br>[OH:2][C:3]1[C:12]([C:13]([OH:15])=[O:14])=[C:11]2[C:6]([CH:7]=[CH:8][CH:9]=[N:10]2)=[CH:5][CH:4]=1. Procedure details: The title compound of Step A (2.9 g, 14.1 mmol) in HBr (14 mL) was heated at 90° C. for 1 h. The mixture was then concentrated washed with PhCH3 and used without further purification in subsequent steps.